From a dataset of the Open Reaction Database (ORD), a public repository of structured organic reaction records. describe an organic reaction: reactants, conditions, products, and yield Reactants: FC(C(=O)O)(F)F.FC(C(=O)O)(F)F.FC(C(=O)O)(F)F.ClC=1C=NC=2NC=3C=NC=C(CCC4=C(C=CC(NC1N2)=C4)NC(C[C@H]4CNCC4)=O)C3 (N-[6-chloro-2,4,8,18,22-pentaazatetracyclo[14.3.1.1(3,7).1(9,13)]docosa-1(20),3(22),4,6,9(21),10,12,16,18-nonaen-12-yl]-2-[(3S)-pyrrolidin-3-yl]acetamide tris(trifluoroacetate)), CN1N=CC(=C1)C(=O)Cl (1-methyl-1H-pyrazole-4-carbonyl chloride). Product: FC(C(=O)O)(F)F.FC(C(=O)O)(F)F.ClC=1C=NC=2NC=3C=NC=C(CCC4=C(C=CC(NC1N2)=C4)NC(C[C@H]4CN(CC4)C(=O)C=4C=NN(C4)C)=O)C3 (N-[6-Chloro-2,4,8,18,22-pentaazatetracyclo[14.3.1.1(3,7).1(9,13)]docosa-1(20),3(22),4,6,9(21),10,12,16,18-nonaen-12-yl]-2-{(3S)-1-[(1-methyl-1H-pyrazol-4-yl)carbonyl]pyrrolidin-3-yl}acetamide bis(trifluoroacetate)). Yield: 72.0%. As a reaction SMILES: [F:1][C:2]([F:7])([F:6])[C:3]([OH:5])=[O:4].[F:8][C:9]([F:14])([F:13])[C:10]([OH:12])=[O:11].FC(F)(F)C(O)=O.[Cl:22][C:23]1[CH:24]=[N:25][C:26]2[NH:27][C:28]3[CH:29]=[N:30][CH:31]=[C:32]([CH:53]=3)[CH2:33][CH2:34][C:35]3[CH:43]=[C:39]([NH:40][C:41]=1[N:42]=2)[CH:38]=[CH:37][C:36]=3[NH:44][C:45](=[O:52])[CH2:46][C@@H:47]1[CH2:51][CH2:50][NH:49][CH2:48]1.[CH3:54][N:55]1[CH:59]=[C:58]([C:60](Cl)=[O:61])[CH:57]=[N:56]1>>[F:1][C:2]([F:7])([F:6])[C:3]([OH:5])=[O:4].[F:8][C:9]([F:14])([F:13])[C:10]([OH:12])=[O:11].[Cl:22][C:23]1[CH:24]=[N:25][C:26]2[NH:27][C:28]3[CH:29]=[N:30][CH:31]=[C:32]([CH:53]=3)[CH2:33][CH2:34][C:35]3[CH:43]=[C:39]([NH:40][C:41]=1[N:42]=2)[CH:38]=[CH:37][C:36]=3[NH:44][C:45](=[O:52])[CH2:46][C@@H:47]1[CH2:51][CH2:50][N:49]([C:60]([C:58]2[CH:57]=[N:56][N:55]([CH3:54])[CH:59]=2)=[O:61])[CH2:48]1 |f:0.1.2.3,5.6.7|. Reported procedure: The desired compound was prepared according to the procedure of Example D94 using N-[6-chloro-2,4,8,18,22-pentaazatetracyclo[14.3.1.1(3,7).1(9,13)]docosa-1(20),3(22),4,6,9(21),10,12,16,18-nonaen-12-yl]-2-[(3S)-pyrrolidin-3-yl]acetamide tris(trifluoroacetate) and 1-methyl-1H-pyrazole-4-carbonyl chloride as the starting materials in 72% yield. LCMS for C28H29ClN9O2 (M+H)+: m/z=558.1. Starting materials: NC1=C(C=CC=C1)C=1NC2=CC=CC=C2C1 (2-(2-aminophenyl) indole), C1(=CC=CC=C1)CC(=O)O (phenylacetic acid). The product is N1C(=CC2=CC=CC=C12)C1=C(C=CC=C1)NC(CC1=CC=CC=C1)=O (N-[2-(1H-Indol-2-yl)-phenyl]-2-phenyl-acetamide). Yield: 62.0%. RXN SMILES: [NH2:1][C:2]1[CH:7]=[CH:6][CH:5]=[CH:4][C:3]=1[C:8]1[NH:9][C:10]2[C:15]([CH:16]=1)=[CH:14][CH:13]=[CH:12][CH:11]=2.[C:17]1([CH2:23][C:24](O)=[O:25])[CH:22]=[CH:21][CH:20]=[CH:19][CH:18]=1>>[NH:9]1[C:10]2[C:15](=[CH:14][CH:13]=[CH:12][CH:11]=2)[CH:16]=[C:8]1[C:3]1[CH:4]=[CH:5][CH:6]=[CH:7][C:2]=1[NH:1][C:24](=[O:25])[CH2:23][C:17]1[CH:22]=[CH:21][CH:20]=[CH:19][CH:18]=1. Procedure: Prepared from 2-(2-aminophenyl) indole and phenylacetic acid in 62% yield following procedure 1. The product was crystallized from methanol. 100% Purity by LC/MS (230 DAD), Mass-spec [M+H+]=327, 1H NMR (MeOH-d4): 3.69 s (2H), 6.21 s (1H), 7.03 t, 7 Hz (1H), 7.12 t, 8 Hz (1H), 7.21–7.28 m (6H), 7.33–7.36 m (2H), 7.46 d, 8 Hz (1H), 7.54 dd, 7.1 Hz (1H), 7.89 d, 8 Hz (1H). Reactants: CCS(=O)(=O)N1CCN(C(=O)c2c(C)c(CC(=O)OC)cc3ccc(F)cc23)CC1, Cl, [Li+], C1CCOC1, [OH-]. Yields the product CCS(=O)(=O)N1CCN(C(=O)c2c(C)c(CC(=O)O)cc3ccc(F)cc23)CC1. RXN SMILES: [CH3:1][O:2][C:3]([CH2:4][c:5]1[cH:6][c:7]2[cH:8][cH:9][c:10]([F:29])[cH:11][c:12]2[c:13]([C:16](=[O:17])[N:18]2[CH2:19][CH2:20][N:21]([S:24](=[O:25])(=[O:26])[CH2:27][CH3:28])[CH2:22][CH2:23]2)[c:14]1[CH3:15])=[O:30].[ClH:33].[Li+:31].[O:34]1[CH2:35][CH2:36][CH2:37][CH2:38]1.[OH-:32]>>[O:2]=[C:3]([CH2:4][c:5]1[cH:6][c:7]2[cH:8][cH:9][c:10]([F:29])[cH:11][c:12]2[c:13]([C:16](=[O:17])[N:18]2[CH2:19][CH2:20][N:21]([S:24](=[O:25])(=[O:26])[CH2:27][CH3:28])[CH2:22][CH2:23]2)[c:14]1[CH3:15])[OH:30]. Yields the product CC1CN(CC(N1)C)S(=O)(=O)C1=C(C=CC=C1)C1=CC(=C(C=C1)C=1N=CC(=NC1)N)F (Racemic-5-{2′-[(3,5-Dimethylpiperazin-1-yl)sulfonyl]-3-fluorobiphenyl-4-yl}pyrazin-2-amine). As a reaction SMILES: [F:1][C:2]1[CH:7]=[C:6](B2OC(C)(C)C(C)(C)O2)[CH:5]=[CH:4][C:3]=1[C:17]1[N:18]=[CH:19][C:20]([NH2:23])=[N:21][CH:22]=1.Br[C:25]1[CH:30]=[CH:29][CH:28]=[CH:27][C:26]=1[S:31]([N:34]1[CH2:39][CH:38]([CH3:40])[NH:37][CH:36]([CH3:41])[CH2:35]1)(=[O:33])=[O:32]>>[CH3:40][CH:38]1[NH:37][CH:36]([CH3:41])[CH2:35][N:34]([S:31]([C:26]2[CH:27]=[CH:28][CH:29]=[CH:30][C:25]=2[C:6]2[CH:5]=[CH:4][C:3]([C:17]3[N:18]=[CH:19][C:20]([NH2:23])=[N:21][CH:22]=3)=[C:2]([F:1])[CH:7]=2)(=[O:32])=[O:33])[CH2:39]1. The reactants are FC1=C(C=CC(=C1)B1OC(C(O1)(C)C)(C)C)C=1N=CC(=NC1)N (5-(2-fluoro-4-(4,4,5,5-tetramethyl-1,3,2-dioxaborolan-2-yl)phenyl)-pyrazin-2-amine), BrC1=C(C=CC=C1)S(=O)(=O)N1CC(NC(C1)C)C (Racemic-1-((2-bromophenyl)sulfonyl)-3,5-dimethylpiperazine). Reported procedure: The title compound was prepared in a manner similar to that described in Example 448 using 5-(2-fluoro-4-(4,4,5,5-tetramethyl-1,3,2-dioxaborolan-2-yl)phenyl)-pyrazin-2-amine and Racemic-1-((2-bromophenyl)sulfonyl)-3,5-dimethylpiperazine. MS (ESI): mass calcd. for C22H24FN5O2S, 441.16; m/z found, 442.1 [M+H]+. 1H NMR (400 MHz, CD3OD) δ 8.37 (s, 1H), 8.24 (d, J=1.4, 1H), 8.17-8.14 (m, 1H), 7.99 (m, 1H), 7.79-7.73 (m, 1H), 7.68-7.63 (m, 1H), 7.49-7.46 (m, 1H), 7.37-7.32 (m, 2H), 3.49-3.42 (m, 2H), ... The reactants are O (water), C1(=CC=CC=C1)P(C1=CC=CC=C1)=S (diphenylphosphine sulfide), ClCC(=O)C1=CC=CC=C1 (chloroacetophenone), [OH-].[K+] (potassium hydroxide). Run in C(Cl)Cl (methylene chloride). Reaction conditions: time 45 minute. Product: C1(=CC=CC=C1)C(=O)CP(C1=CC=CC=C1)(C1=CC=CC=C1)=S (Phenylcarbonylmethyl-diphenylphosphine sulfide). Reaction SMILES: [C:1]1([PH:7](=[S:14])[C:8]2[CH:13]=[CH:12][CH:11]=[CH:10][CH:9]=2)[CH:6]=[CH:5][CH:4]=[CH:3][CH:2]=1.Cl[CH2:16][C:17]([C:19]1[CH:24]=[CH:23][CH:22]=[CH:21][CH:20]=1)=[O:18].[OH-].[K+].O>C(Cl)Cl>[C:19]1([C:17]([CH2:16][P:7](=[S:14])([C:8]2[CH:13]=[CH:12][CH:11]=[CH:10][CH:9]=2)[C:1]2[CH:2]=[CH:3][CH:4]=[CH:5][CH:6]=2)=[O:18])[CH:24]=[CH:23][CH:22]=[CH:21][CH:20]=1 |f:2.3|. Reported procedure: A stirred mixture of diphenylphosphine sulfide (0.218 g, 0.001 mol) and chloroacetophenone (0.216 g, 0.0014 mol) in methylene chloride (4 ml) was cooled to 8–10° C. in an ice-water bath. Small pieces of solid potassium hydroxide (0.196 g, 0.0035 mol) were added while stirring under nitrogen atmosphere. After 45 minute, water (2 ml) was added and the organic layer was separated, washed with more water (2 ml) and dried over sodium sulfate. The solvent was removed under reduced pressure using a rot... The reactants are CS(=O)(=O)OCC1(CCC1)C(=O)OCC (ethyl 1-{[(methylsulfonyl)oxy]methyl}cyclobutanecarboxylate), BrC1=CC=C(C=C1)O (4-bromophenol), C([O-])([O-])=O.[Cs+].[Cs+] (caesium carbonate). Run in CN(C)C=O (DMF). Run at temperature 135 celsius, time 6 hour. Yields the product BrC1=CC=C(OCC2(CCC2)C(=O)OCC)C=C1 (ethyl 1-[(4-bromophenoxy)methyl]cyclobutanecarboxylate). Isolated yield 46.6%. RXN SMILES: CS([O:5][CH2:6][C:7]1([C:11]([O:13][CH2:14][CH3:15])=[O:12])[CH2:10][CH2:9][CH2:8]1)(=O)=O.[Br:16][C:17]1[CH:22]=[CH:21][C:20](O)=[CH:19][CH:18]=1.C(=O)([O-])[O-].[Cs+].[Cs+]>CN(C=O)C>[Br:16][C:17]1[CH:22]=[CH:21][C:20]([O:5][CH2:6][C:7]2([C:11]([O:13][CH2:14][CH3:15])=[O:12])[CH2:10][CH2:9][CH2:8]2)=[CH:19][CH:18]=1 |f:2.3.4|. Reported procedure: The mixture of ethyl 1-{[(methylsulfonyl)oxy]methyl}cyclobutanecarboxylate (1.50 g, 6.3 mmol), 4-bromophenol (1.2 g, 7.0 mmol), and caesium carbonate (4.13 g, 7.0 mmol) in DMF (15 ml) was stirred for 6 hours at 135° C. After dilution with EtOAc and H2O, the organic layer was washed with H2O, dried over MgSO4, and concentrated in vacuo. The residue was purified by silica gel chromatography (hexane:EtOAc=100:0-70:30) to give ethyl 1-[(4-bromophenoxy)methyl]cyclobutanecarboxylate (919 mg).